From a dataset of the Open Reaction Database (ORD), a public repository of structured organic reaction records. describe an organic reaction: reactants, conditions, products, and yield Reactants: Cn1cc(CNCCCN)cn1, CS, CCO, CSC(=C[N+](=O)[O-])SC. The product is Cn1cc(CN2CCCNC2=C[N+](=O)[O-])cn1. RXN SMILES: [CH3:1][n:2]1[n:3][cH:4][c:5]([CH2:7][NH:8][CH2:9][CH2:10][CH2:11][NH2:12])[cH:6]1.[CH3:22][SH:23].[CH3:24][CH2:25][OH:26].[N+:13](=[O:14])([O-:15])[CH:16]=[C:17]([S:18][CH3:19])[S:20][CH3:21]>>[CH3:1][n:2]1[n:3][cH:4][c:5]([CH2:7][N:8]2[CH2:9][CH2:10][CH2:11][NH:12][C:17]2=[CH:16][N+:13](=[O:14])[O-:15])[cH:6]1. The reactants are NC1=C(SC2=NC=CN=C21)C(=O)NC=2C=C(C(=O)O)C=CC2C (3-(7-aminothieno[2,3-b]pyrazine-6-carboxamido)-4-methylbenzoic acid), NC=1C=C(C=CC1)C(F)(F)F (3-aminobenzotrifluoride), CN(C)C(=[N+](C)C)ON1C2=C(C=CC=C2)N=N1.[B-](F)(F)(F)F (TBTU), CCN(C(C)C)C(C)C (DIPEA), C(CC(O)(C(=O)O)CC(=O)O)(=O)O (citric acid). Run in CN1CCCC1=O (NMP). Product: NC1=C(SC2=NC=CN=C21)C(=O)NC2=C(C=CC(=C2)C(NC2=CC(=CC=C2)C(F)(F)F)=O)C (7-amino-N-(2-methyl-5-(3-(trifluoromethyl)phenylcarbamoyl)phenyl)thieno[2,3-b]pyrazine-6-carboxamide). The yield is 9.7%. As a reaction SMILES: [NH2:1][C:2]1[C:10]2[C:5](=[N:6][CH:7]=[CH:8][N:9]=2)[S:4][C:3]=1[C:11]([NH:13][C:14]1[CH:15]=[C:16]([CH:20]=[CH:21][C:22]=1[CH3:23])[C:17]([OH:19])=O)=[O:12].[NH2:24][C:25]1[CH:26]=[C:27]([C:31]([F:34])([F:33])[F:32])[CH:28]=[CH:29][CH:30]=1.CN(C(ON1N=NC2C=CC=CC1=2)=[N+](C)C)C.[B-](F)(F)(F)F.CCN(C(C)C)C(C)C.C(O)(=O)CC(CC(O)=O)(C(O)=O)O>CN1C(=O)CCC1>[NH2:1][C:2]1[C:10]2[C:5](=[N:6][CH:7]=[CH:8][N:9]=2)[S:4][C:3]=1[C:11]([NH:13][C:14]1[CH:15]=[C:16]([C:17](=[O:19])[NH:24][C:25]2[CH:30]=[CH:29][CH:28]=[C:27]([C:31]([F:32])([F:33])[F:34])[CH:26]=2)[CH:20]=[CH:21][C:22]=1[CH3:23])=[O:12] |f:2.3|. Procedure: A solution of 109 (0.305 mmol, 100 mg), 3-aminobenzotrifluoride (0.305 mmol, 0.038 mL), TBTU (0.457 mmol, 147 mg) and DIPEA (0.914 mmol, 0.150 mL) in NMP (5 ml) stirred overnight at 80° C. The light brown solution was poured into citric acid solution and extracted with ethyl acetate. The combined organic layers were washed with brine and evaporated. The crude compound was purified by HPLC and chromatography (0-5% methanol in CH2Cl2) gave 7-amino-N-(2-methyl-5-(3-(trifluoromethyl)phenylcarbamoyl)... Starting materials: [C@@H]1([C@H](O)[C@H](O)[C@H](O1)CO)N1N=C(N=C1)C(=O)N (1-(β -D-ribofuranosyl)-1,2,4-triazole-3-carboxamide), C(C)(=O)OC(C)=O (acetic anhydride). Solvent: N1=CC=CC=C1 (pyridine). Reaction conditions: time 2 hour. Product: C(C)(=O)O[C@H]1[C@@H](O[C@@H]([C@H]1OC(C)=O)COC(C)=O)N1N=C(N=C1)C(=O)N (1-(2,3,5-tri-O-acetyl-β -ribofuranosyl)-1,2,4-triazole-3-carboxamide). Yield: 75.6%. As a reaction SMILES: [C@@H:1]1([N:10]2[CH:14]=[N:13][C:12]([C:15]([NH2:17])=[O:16])=[N:11]2)[O:7][C@H:6]([CH2:8][OH:9])[C@@H:4]([OH:5])[C@H:2]1[OH:3].C(O[C:22](=[O:24])[CH3:23])(=O)C>N1C=CC=CC=1>[C:2]([O:3][C@@H:2]1[C@H:4]([O:5][C:4](=[O:5])[CH3:6])[C@@H:6]([CH2:8][O:9][C:22](=[O:24])[CH3:23])[O:7][C@H:1]1[N:10]1[CH:14]=[N:13][C:12]([C:15]([NH2:17])=[O:16])=[N:11]1)(=[O:3])[CH3:1]. Reported procedure: A solution of 1-(β -D-ribofuranosyl)-1,2,4-triazole-3-carboxamide (488 mg., 2.00 mmol) in pyridine (10.0 ml.) containing acetic anhydride (1.0 ml.) was added and the solution was stirred at room temperature for 2 hrs. The solvent was removed and water was added to the residue. The mixture was extracted with methylene chloride (three 20-ml. portions) and the organic layer was extracted with aqueous sodium hydrogen carbonate and water. The organic phase was dried over magnesium sulfate, filtered, ... The reactants are ClC=1C(=C(CNC(=O)[C@H]2N([C@@H]3C[C@@H]3C2)C(CN2C=C(C3=CC=C(C=C23)C#N)C(C)=O)=O)C=CC1)F ((1R,3S,5R)-2-[2-(3-acetyl-6-cyano-indol-1-yl)-acetyl]-2-aza-bicyclo[3.1.0]hexane-3-carboxylic acid 3-chloro-2-fluoro-benzylamide), Example 616, [N-]=[N+]=[N-].[Na+] (sodium azide). Reagents/catalysts: [Br-].[Zn+2].[Br-] (zinc bromide). Solvent: O (water), C(C)(C)O (isopropanol). The product is ClC=1C(=C(CNC(=O)[C@H]2N([C@@H]3C[C@@H]3C2)C(CN2C=C(C3=CC=C(C=C23)C2=NN=NN2)C(C)=O)=O)C=CC1)F ((1R,3S,5R)-2-{2-[3-Acetyl-6-(1H-tetrazol-5-yl)-indol-1-yl]-acetyl}-2-aza-bicyclo[3.1.0]hexane-3-carboxylic acid 3-chloro-2-fluoro-benzylamide). RXN SMILES: [Cl:1][C:2]1[C:3]([F:35])=[C:4]([CH:32]=[CH:33][CH:34]=1)[CH2:5][NH:6][C:7]([C@@H:9]1[CH2:14][C@@H:13]2[C@@H:11]([CH2:12]2)[N:10]1[C:15](=[O:31])[CH2:16][N:17]1[C:25]2[C:20](=[CH:21][CH:22]=[C:23]([C:26]#[N:27])[CH:24]=2)[C:19]([C:28](=[O:30])[CH3:29])=[CH:18]1)=[O:8].[N-:36]=[N+:37]=[N-:38].[Na+]>O.C(O)(C)C.[Br-].[Zn+2].[Br-]>[Cl:1][C:2]1[C:3]([F:35])=[C:4]([CH:32]=[CH:33][CH:34]=1)[CH2:5][NH:6][C:7]([C@@H:9]1[CH2:14][C@@H:13]2[C@@H:11]([CH2:12]2)[N:10]1[C:15](=[O:31])[CH2:16][N:17]1[C:25]2[C:20](=[CH:21][CH:22]=[C:23]([C:26]3[NH:38][N:37]=[N:36][N:27]=3)[CH:24]=2)[C:19]([C:28](=[O:30])[CH3:29])=[CH:18]1)=[O:8] |f:1.2,5.6.7|. Procedure details: The title compound was prepared in a similar manner as described above for Example 617 from (1R,3S,5R)-2-[2-(3-acetyl-6-cyano-indol-1-yl)-acetyl]-2-aza-bicyclo[3.1.0]hexane-3-carboxylic acid 3-chloro-2-fluoro-benzylamide (prepared as described in Example 616 (100.0 mg, 0.203 mmol), sodium azide (66.0 mg, 1.014 mmol) and zinc bromide (228.0 mg, 1.014 mmol) in water (2 mL) and isopropanol (1 mL). White solid. MS (LC/MS): 536.0 [M+H]+; tR (HPLC conditions k): 3.21 min. Reactants: CNc1ccc2c(Br)nn(C(C)C)c(=O)c2c1, CN(C)C=O, ClCCN1CCOCC1, [H-], [Na+], O. The product is CC(C)n1nc(Br)c2ccc(N(C)CCN3CCOCC3)cc2c1=O. Reaction SMILES: [Br:1][c:2]1[n:3][n:4]([CH:15]([CH3:16])[CH3:17])[c:5](=[O:14])[c:6]2[cH:7][c:8]([NH:12][CH3:13])[cH:9][cH:10][c:11]12.[CH3:30][N:31]([CH3:32])[CH:33]=[O:34].[Cl:20][CH2:21][CH2:22][N:23]1[CH2:24][CH2:25][O:26][CH2:27][CH2:28]1.[H-:19].[Na+:18].[OH2:29]>>[Br:1][c:2]1[n:3][n:4]([CH:15]([CH3:16])[CH3:17])[c:5](=[O:14])[c:6]2[cH:7][c:8]([N:12]([CH3:13])[CH2:21][CH2:22][N:23]3[CH2:24][CH2:25][O:26][CH2:27][CH2:28]3)[cH:9][cH:10][c:11]12. The reactants are [Li+].CC(C)[N-]C(C)C (LDA), C1CC2=CC=CC=C2CC1=O (beta-tetralone), BrCC(=O)OC (methyl bromoacetate). Solvent: C1CCOC1 (THF). Run at temperature -30 celsius, time 30 minute. The product is COC(CC1C(CCC2=CC=CC=C12)=O)=O (1,2,3,4-Tetrahydro-2-oxo-1-naphthalene acetic acid methyl ester). Isolated yield 95.0%. Reaction SMILES: [CH2:1]1[C:10](=[O:11])[CH2:9][C:8]2[C:3](=[CH:4][CH:5]=[CH:6][CH:7]=2)[CH2:2]1.[Li+].CC([N-]C(C)C)C.Br[CH2:21][C:22]([O:24][CH3:25])=[O:23]>C1COCC1>[CH3:25][O:24][C:22](=[O:23])[CH2:21][CH:9]1[C:8]2[C:3](=[CH:4][CH:5]=[CH:6][CH:7]=2)[CH2:2][CH2:1][C:10]1=[O:11] |f:1.2|. Procedure: A three-neck, round-bottomed flask equipped with a dropping funnel and a septum, was charged with 6.6 mL (50 mmol) of beta-tetralone and 100 mL of THF under a nitrogen atmosphere. The solution was cooled to -30° C. and 36.6 mL (55 mmol) of LDA (1.5M in cyclohexane) was added dropwise. The solution was stirred for 30 minutes and warmed to 0° C. To this solution, 5.7 mL (60 mmol) of methyl bromoacetate was added. The solution was stirred at 0° C. for 1 h. The reaction was quenched with 3N HCl unti... Starting materials: C(CC)(=O)NC1CC2=CC=CC=C2C1 (2-Propionamidoindan), Cl (hydrochloride), C12H17N, 28, NC=1C=C2CC(CC2=CC1)NC(CC)=O (5-Amino-2-propionamidoindan). Yields the product CCCNC1CC2=CC=CC=C2C1 (2-N-n-Propylaminoindan). Reaction SMILES: [C:1]([NH:5][CH:6]1[CH2:14][C:13]2[C:8](=[CH:9][CH:10]=[CH:11][CH:12]=2)[CH2:7]1)(=O)[CH2:2][CH3:3].NC1C=C2C(=CC=1)CC(NC(=O)CC)C2.Cl>>[CH3:3][CH2:2][CH2:1][NH:5][CH:6]1[CH2:14][C:13]2[C:8](=[CH:9][CH:10]=[CH:11][CH:12]=2)[CH2:7]1. Procedure details: 2-Propionamidoindan (24, 0.83 g, 4.4 mmol) was converted to 28 (0.75 g, 98%), as described for the reduction of 25. A small amount was converted to the hydrochloride and recrystallized from 2-propanol, which yielded white crystals: mp 191-192° C.; 1H-NMR (CDCl3, 200 MHz) 1.04 (t, J=7.3, 3H), 1.70-1.82 (m, 2H), 3.01-3.20 (m, 4H), 3.29-3.48 (m, 2H), 4.00-4.11 (m, 1H), 7.18-7.30 (m, 4H); 13C NMR 9.7, 19.3, 35.5 (2C), 47.6, 58.0, 124.2 (2C), 127.0 (2C), 138.6 (2C). HRMS calcd. (obsd.) for C12H17N 17... Reactants: CC(=O)C(=Cc1ccc([N+](=O)[O-])c(OCc2ccccc2)c1)c1ccccc1, CCOC(C)=O. As a reaction SMILES: [CH2:1]([c:2]1[cH:3][cH:4][cH:5][cH:6][cH:7]1)[O:8][c:9]1[cH:10][c:11]([CH:18]=[C:19]([C:20]([CH3:21])=[O:22])[c:23]2[cH:24][cH:25][cH:26][cH:27][cH:28]2)[cH:12][cH:13][c:14]1[N+:15]([O-:16])=[O:17].[CH3:29][CH2:30][O:31][C:32]([CH3:33])=[O:34]>>[CH2:1]([c:2]1[cH:3][cH:4][cH:5][cH:6][cH:7]1)[O:8][c:9]1[cH:10][c:11]([CH:18]=[C:19]([C:20]([CH3:21])=[O:22])[c:23]2[cH:24][cH:25][cH:26][cH:27][cH:28]2)[cH:12][cH:13][c:14]1[NH2:15]. Product: CC(=O)C(=Cc1ccc(N)c(OCc2ccccc2)c1)c1ccccc1. Reactants: Cl.C(CCC)C1=CC=C(C=C1)C#CC1=CC=C(CNC2=CC3=C(OC(OC3=O)(C)C)C=C2)C=C1 (6-({4-[(4-butylphenyl)ethynyl]benzyl}amino)-2,2-dimethyl-4H-1,3-benzodioxin-4-one hydrochloride), C(CCCCC)(=O)Cl (hexanoyl chloride). The product is C(CCC)C1=CC=C(C=C1)C#CC1=CC=C(CN(C(CCCCC)=O)C2=CC3=C(OC(OC3=O)(C)C)C=C2)C=C1 (N-{4-[(4-butylphenyl)ethynyl]benzyl}-N-(2,2-dimethyl-4-oxo-4H-1,3-benzodioxin-6-yl)hexanamide). As a reaction SMILES: Cl.[CH2:2]([C:6]1[CH:11]=[CH:10][C:9]([C:12]#[C:13][C:14]2[CH:34]=[CH:33][C:17]([CH2:18][NH:19][C:20]3[CH:32]=[CH:31][C:23]4[O:24][C:25]([CH3:30])([CH3:29])[O:26][C:27](=[O:28])[C:22]=4[CH:21]=3)=[CH:16][CH:15]=2)=[CH:8][CH:7]=1)[CH2:3][CH2:4][CH3:5].[C:35](Cl)(=[O:41])[CH2:36][CH2:37][CH2:38][CH2:39][CH3:40]>>[CH2:2]([C:6]1[CH:7]=[CH:8][C:9]([C:12]#[C:13][C:14]2[CH:34]=[CH:33][C:17]([CH2:18][N:19]([C:20]3[CH:32]=[CH:31][C:23]4[O:24][C:25]([CH3:30])([CH3:29])[O:26][C:27](=[O:28])[C:22]=4[CH:21]=3)[C:35](=[O:41])[CH2:36][CH2:37][CH2:38][CH2:39][CH3:40])=[CH:16][CH:15]=2)=[CH:10][CH:11]=1)[CH2:3][CH2:4][CH3:5] |f:0.1|. Procedure: The titled compound was prepared following the procedure B using 6-({4-[(4-butylphenyl)ethynyl]benzyl}amino)-2,2-dimethyl-4H-1,3-benzodioxin-4-one hydrochloride and hexanoyl chloride as a colorless oil (88%). 1H NMR (CDCl3, 300 MHz) δ 7.70 (d, J=2.3 Hz, 1H), 7.44 (m, 4H), 7.16 (m, 4H), 7.05 (dd, J=8.6, 2.3 Hz, 1H), 6.91 (d, J=8.6 Hz, 1H) 4.88 (s, 2H), 2.63 (t, J=7.7 Hz, 2H), 2.06 (t, J=7.5 Hz. 2H), 1.75 (s, 6H), 1.61 (m, 4H), 1.36 (m, 2H), 1.23 (m, 4H), 0.94 (t, J=7.3 Hz, 3H), 0.85 (t, J=6.8 Hz,...